Dataset: the Open Reaction Database (ORD), a public repository of structured organic reaction records. Task: describe an organic reaction: reactants, conditions, products, and yield Starting materials: C(C)(C)(C)OC(=O)N1CC(C(C1)NC1=CC=CC=C1)OC (1-t-butoxycarbonyl-3-methoxy-4-phenylaminopyrrolidine), Cl (hydrochloric acid). Solvent: CO (methanol). Reaction conditions: time 8 hour. The product is Cl.COC1CNCC1NC1=CC=CC=C1 (3-methoxy-4-phenylaminopyrrolidine hydrochloride). Reaction SMILES: C(OC([N:8]1[CH2:12][CH:11]([NH:13][C:14]2[CH:19]=[CH:18][CH:17]=[CH:16][CH:15]=2)[CH:10]([O:20][CH3:21])[CH2:9]1)=O)(C)(C)C.[ClH:22]>CO>[ClH:22].[CH3:21][O:20][CH:10]1[CH:11]([NH:13][C:14]2[CH:15]=[CH:16][CH:17]=[CH:18][CH:19]=2)[CH2:12][NH:8][CH2:9]1 |f:3.4|. Procedure details: In 100 ml of methanol was dissolved 1.98 g (0.0068 mole) of 1-t-butoxycarbonyl-3-methoxy-4-phenylaminopyrrolidine obtained as described above, and 23.5 ml of 6N hydrochloric acid was added thereto. The mixture was left to stand at room temperature overnight. The solvent was removed under reduced pressure, and the residue was washed with ethanol to obtain 1.71 g of 3-methoxy-4-phenylaminopyrrolidine hydrochloride as white powder.